Dataset: the Open Reaction Database (ORD), a public repository of structured organic reaction records. Task: describe an organic reaction: reactants, conditions, products, and yield Reactants: Cl.CN1C(=C(C2=CC(=CC=C12)S(=O)(=O)C1=CC=CC=C1)CCNC)C (2-[1,2-dimethyl-5-(phenylsulfonyl)-1H-indol-3-yl]-N-methylethanamine hydrochloride), C=O (formaldehyde), C(#N)[BH3-].[Na+] (sodium cyanoborohydride). Run in C(C)#N (acetonitrile). Conditions: time 2.5 day. The product is CN1C(=C(C2=CC(=CC=C12)S(=O)(=O)C1=CC=CC=C1)CCN(C)C)C (2-[1,2-dimethyl-5-(phenylsulfonyl)-1H-indol-3-yl]-N,N-dimethylethanamine). Isolated yield 24.7%. RXN SMILES: Cl.[CH3:2][N:3]1[C:11]2[C:6](=[CH:7][C:8]([S:12]([C:15]3[CH:20]=[CH:19][CH:18]=[CH:17][CH:16]=3)(=[O:14])=[O:13])=[CH:9][CH:10]=2)[C:5]([CH2:21][CH2:22][NH:23][CH3:24])=[C:4]1[CH3:25].C=O.[C:28]([BH3-])#N.[Na+]>C(#N)C>[CH3:2][N:3]1[C:11]2[C:6](=[CH:7][C:8]([S:12]([C:15]3[CH:20]=[CH:19][CH:18]=[CH:17][CH:16]=3)(=[O:14])=[O:13])=[CH:9][CH:10]=2)[C:5]([CH2:21][CH2:22][N:23]([CH3:28])[CH3:24])=[C:4]1[CH3:25] |f:0.1,3.4|. Procedure details: A solution of 2-[1,2-dimethyl-5-(phenylsulfonyl)-1H-indol-3-yl]-N-methylethanamine hydrochloride (0.34 g, 0.91 mmol) and formaldehyde (37%, 1.4 mL, 18.80 mmol) in acetonitrile was treated with sodium cyanoborohydride (0.92 g, 14.69 mmol) in portions. The reaction was stirred at room temperature for 2.5 days. The reaction mixture was concentrated in vacuo and the residue partitioned between CHCl3 and NH4OH. The layers were separated and the aqueous layer was extracted with CHCl3. The organic laye... Product: CSc1ccccc1-c1ccc(NC(=O)C2CCCN2C(=O)OC(C)(C)C)c(C)c1. As a reaction SMILES: [BH:24]([OH:25])[OH:26].[Br-:41].[C:1]([CH3:2])([CH3:3])([CH3:4])[O:5][C:6](=[O:7])[N:8]1[CH:9]([C:13]([NH:14][c:15]2[c:16]([CH3:22])[cH:17][c:18]([Br:21])[cH:19][cH:20]2)=[O:23])[CH2:10][CH2:11][CH2:12]1.[C:35](=[O:36])([O-:37])[O-:38].[CH3:27][S:28][c:29]1[cH:30][cH:31][cH:32][cH:33][cH:34]1.[CH3:42][CH2:43][CH2:44][CH2:45][N+:46]([CH2:47][CH2:48][CH2:49][CH3:50])([CH2:51][CH2:52][CH2:53][CH3:54])[CH2:55][CH2:56][CH2:57][CH3:58].[CH3:59][c:60]1[cH:61][cH:62][cH:63][cH:64][cH:65]1.[Na+:39].[Na+:40]>>[C:1]([CH3:2])([CH3:3])([CH3:4])[O:5][C:6](=[O:7])[N:8]1[CH:9]([C:13]([NH:14][c:15]2[c:16]([CH3:22])[cH:17][c:18](-[c:30]3[c:29]([S:28][CH3:27])[cH:34][cH:33][cH:32][cH:31]3)[cH:19][cH:20]2)=[O:23])[CH2:10][CH2:11][CH2:12]1. Reactants: OBO, [Br-], Cc1cc(Br)ccc1NC(=O)C1CCCN1C(=O)OC(C)(C)C, O=C([O-])[O-], CSc1ccccc1, CCCC[N+](CCCC)(CCCC)CCCC, Cc1ccccc1, [Na+], [Na+]. The reactants are C1(CC1)COC=1C=CC2=C(C(=C(O2)C(C(C)C)=O)C)C1 (1-[5-(Cyclopropylmethoxy)-3-methyl-1-benzofuran-2-yl]-2-methylpropan-1-one), O (Water), [BH4-].[Na+] (sodium tetrahydroborate). Solvent: CO (methanol), O1CCCC1 (tetrahydrofuran). Reaction conditions: temperature 0 celsius, time 30 minute. The product is C1(CC1)COC=1C=CC2=C(C(=C(O2)C(C(C)C)O)C)C1 (1-[5-(cyclopropylmethoxy)-3-methyl-1-benzofuran-2-yl]-2-methylpropan-1-ol). Yield: 113.4%. As a reaction SMILES: [CH:1]1([CH2:4][O:5][C:6]2[CH:7]=[CH:8][C:9]3[O:13][C:12]([C:14](=[O:18])[CH:15]([CH3:17])[CH3:16])=[C:11]([CH3:19])[C:10]=3[CH:20]=2)[CH2:3][CH2:2]1.[BH4-].[Na+].O>CO.O1CCCC1>[CH:1]1([CH2:4][O:5][C:6]2[CH:7]=[CH:8][C:9]3[O:13][C:12]([CH:14]([OH:18])[CH:15]([CH3:16])[CH3:17])=[C:11]([CH3:19])[C:10]=3[CH:20]=2)[CH2:2][CH2:3]1 |f:1.2|. Reported procedure: 1-[5-(Cyclopropylmethoxy)-3-methyl-1-benzofuran-2-yl]-2-methylpropan-1-one (19.91 g) synthesized above was dissolved in mixed solvent of methanol (40 mL)-tetrahydrofuran (200 mL), and sodium tetrahydroborate (90%, 5.53 g) was added at 0° C. The reaction mixture was stirred at 0° C. for 30 min. Water was added to the reaction mixture and the mixture was extracted with ethyl acetate. The organic layer was washed with saturated brine, and dried over anhydrous magnesium sulfate. After filtration, th...